Task: describe an organic reaction: reactants, conditions, products, and yield. Dataset: the Open Reaction Database (ORD), a public repository of structured organic reaction records Starting materials: C(C)(=O)[O-].[Na+] (sodium acetate), CC(COC1=NC(=C2N=CN(C2=N1)CC1CCOCC1)N)C (2-[(2-Methylpropyl)oxy]-9-(tetrahydro-2H-pyran-4-ylmethyl)-9H-purin-6-amine), BrBr (bromine). Solvent: C(C)(=O)O (acetic acid). Yields the product BrC=1N(C2=NC(=NC(=C2N1)N)OCC(C)C)CC1CCOCC1 (8-Bromo-2-[(2-methylpropyl)oxy]-9-(tetrahydro-2H-pyran-4-ylmethyl)-9H-Purin-6-amine). Reaction SMILES: [CH3:1][CH:2]([CH3:22])[CH2:3][O:4][C:5]1[N:13]=[C:12]2[C:8]([N:9]=[CH:10][N:11]2[CH2:14][CH:15]2[CH2:20][CH2:19][O:18][CH2:17][CH2:16]2)=[C:7]([NH2:21])[N:6]=1.C([O-])(=O)C.[Na+].[Br:28]Br>C(O)(=O)C>[Br:28][C:10]1[N:11]([CH2:14][CH:15]2[CH2:20][CH2:19][O:18][CH2:17][CH2:16]2)[C:12]2[C:8]([N:9]=1)=[C:7]([NH2:21])[N:6]=[C:5]([O:4][CH2:3][CH:2]([CH3:22])[CH3:1])[N:13]=2 |f:1.2|. Reported procedure: 2-[(2-Methylpropyl)oxy]-9-(tetrahydro-2H-pyran-4-ylmethyl)-9H-purin-6-amine (88 mg) was dissolved in glacial acetic acid (1.5 mL) before adding sodium acetate (355 mg). The above was then cooled in an ice-bath before bromine (0.2 mL) which was added gradually. The reaction mixture was warmed to room temperature before being heated to 70° C. (external temperature) for 4 hours. The reaction mixture was quenched with 10% (w/v) sodium thiosulphate solution (to a pale yellow colour with no further ch...